Dataset: the Open Reaction Database (ORD), a public repository of structured organic reaction records. Task: describe an organic reaction: reactants, conditions, products, and yield Starting materials: C(C1=CC=CC=C1)=O (Benzaldehyde), [H-].[Na+] (NaH), [Br-].C(=O)(O)C(CCCC[P+](C1=CC=CC=C1)(C1=CC=CC=C1)C1=CC=CC=C1)C ((5-carboxyhexyl)-triphenylphosphonium bromide). The solvent is C1CCOC1 (THF), C1CCOC1 (THF). Reaction conditions: time 8 hour. The product is C1(=CC=CC=C1)\C=C/CCCCC(=O)O (Z-7-phenylhept-6-ene-oic acid). As a reaction SMILES: [CH:1](=O)[C:2]1[CH:7]=[CH:6][CH:5]=[CH:4][CH:3]=1.[H-].[Na+].[Br-].[C:12]([CH:15](C)[CH2:16][CH2:17][CH2:18][CH2:19][P+](C1C=CC=CC=1)(C1C=CC=CC=1)C1C=CC=CC=1)([OH:14])=[O:13]>C1COCC1>[C:2]1(/[CH:1]=[CH:19]\[CH2:18][CH2:17][CH2:16][CH2:15][C:12]([OH:14])=[O:13])[CH:7]=[CH:6][CH:5]=[CH:4][CH:3]=1 |f:1.2,3.4|. Procedure details: Benzaldehyde (6.63 g, 0.062 mol, 6.35 ml) in dry THF (20 ml) was added dropwise to a stirred suspension of NaH (60% dispersion, 5.51 g, 0.138 mol) and (5-carboxyhexyl)-triphenylphosphonium bromide (30 g, 0.066 mol) in dry THF (260 ml). After stirring overnight, the solvent was evaporated to dryness, and the residue taken up into water (300 ml). The solution was made alkaline (pH 12-14) with NaOH solution (4 M) and extracted with EtOAc. The basic solution was then acidified (conc. HCl), extracted... Reactants: OCCOCCOCCO, [K+], NN, O=C1CCC(C(=O)O)c2cc(Cl)c(C3CCCCC3)cc21, [OH-], O. Yields the product O=C(O)C1CCCc2cc(C3CCCCC3)c(Cl)cc21. RXN SMILES: [CH2:27]([OH:28])[CH2:29][O:30][CH2:31][CH2:32][O:33][CH2:34][CH2:35][OH:36].[K+:26].[NH2:23][NH2:24].[O:1]=[C:2]1[CH2:3][CH2:4][CH:5]([C:19](=[O:20])[OH:21])[c:6]2[cH:7][c:8]([Cl:18])[c:9]([CH:12]3[CH2:13][CH2:14][CH2:15][CH2:16][CH2:17]3)[cH:10][c:11]21.[OH-:25].[OH2:22]>>[CH2:2]1[CH2:3][CH2:4][CH:5]([C:19](=[O:20])[OH:21])[c:6]2[cH:7][c:8]([Cl:18])[c:9]([CH:12]3[CH2:13][CH2:14][CH2:15][CH2:16][CH2:17]3)[cH:10][c:11]21. The reactants are FC=1C=C(C=CC1)S(=O)(=O)N1CCC2=CC=C(C=C12)C(=O)NC1=CC=C(C(=O)O)C=C1 (4-{[1-(3-Fluoro-benzenesulfonyl)-2,3-dihydro-1H-indole-6-carbonyl]-amino}-benzoic acid), FC=1C=C(C=CC1)S(=O)(=O)Cl (3-fluoro-benzenesulfonyl chloride). The product is C(C)OC(C1=CC=C(C=C1)NC(=O)C1=CC=C2CCN(C2=C1)S(=O)(=O)C1=CC(=CC=C1)F)=O (4-{[1-(3-fluoro-benzenesulfonyl)-2,3-dihydro-1H-indole-6-carbonyl]-amino}-benzoic acid ethyl ester). Reaction SMILES: [F:1][C:2]1[CH:3]=[C:4]([S:8]([N:11]2[C:19]3[C:14](=[CH:15][CH:16]=[C:17]([C:20]([NH:22][C:23]4[CH:31]=[CH:30][C:26]([C:27]([OH:29])=[O:28])=[CH:25][CH:24]=4)=[O:21])[CH:18]=3)[CH2:13][CH2:12]2)(=[O:10])=[O:9])[CH:5]=[CH:6][CH:7]=1.F[C:33]1C=C(S(Cl)(=O)=O)C=C[CH:38]=1>>[CH2:33]([O:28][C:27](=[O:29])[C:26]1[CH:25]=[CH:24][C:23]([NH:22][C:20]([C:17]2[CH:18]=[C:19]3[C:14]([CH2:13][CH2:12][N:11]3[S:8]([C:4]3[CH:5]=[CH:6][CH:7]=[C:2]([F:1])[CH:3]=3)(=[O:10])=[O:9])=[CH:15][CH:16]=2)=[O:21])=[CH:31][CH:30]=1)[CH3:38]. Procedure details: 4-{[1-(3-Fluoro-benzenesulfonyl)-2,3-dihydro-1H-indole-6-carbonyl]-amino}-benzoic acid, MS (ISP): m/e=439.3 (M−H), was prepared in analogy to example 30, steps 1 to 6. Step 5 was performed using 3-fluoro-benzenesulfonyl chloride, yielding 4-{[1-(3-fluoro-benzenesulfonyl)-2,3-dihydro-1H-indole-6-carbonyl]-amino}-benzoic acid ethyl ester, which was hydrolyzed in step 6. Product: ClC1=C(O[C@@H](COC)[C@@H]2CNCC2)C=CC(=C1)Cl ((S)-3-[(R)-1-(2,4-Dichlorophenoxy)-2-methoxyethyl]pyrrolidine), mono-TFA. Reported procedure: (S)-3-((R)-1-Hydroxy-2-methoxyethyl)pyrrolidine-1-carboxylic acid t-butyl ester (10.0 mg, 40.8 μmol) was dissolved in DMF (0.1 mL). NaH (1.5 mg, 61.1 μmol) was slowly added and the mixture was stirred at room temperature for 15 minutes. Then, 2,4-dichloro-1-fluorobenzene (20.2 mg, 122 μmol) was added. The mixture was stirred at 100° C. for 1 hour, then cooled to room temperature. The mixture was concentrated then dissolved in 1.2M HCl in EtOH (1.0 mL, 1.2 mmol) and stirred overnight at room temp... The reactants are C(C)(C)(C)OC(=O)N1C[C@H](CC1)[C@H](COC)O ((S)-3-((R)-1-Hydroxy-2-methoxyethyl)pyrrolidine-1-carboxylic acid t-butyl ester), ClC1=C(C=CC(=C1)Cl)F (2,4-dichloro-1-fluorobenzene), CCO (EtOH), [H-].[Na+] (NaH). RXN SMILES: C(OC([N:8]1[CH2:12][CH2:11][C@H:10]([C@@H:13]([OH:17])[CH2:14][O:15][CH3:16])[CH2:9]1)=O)(C)(C)C.[H-].[Na+].[Cl:20][C:21]1[CH:26]=[C:25]([Cl:27])[CH:24]=[CH:23][C:22]=1F.CCO>CN(C=O)C.Cl>[Cl:20][C:21]1[CH:26]=[C:25]([Cl:27])[CH:24]=[CH:23][C:22]=1[O:17][C@H:13]([C@H:10]1[CH2:11][CH2:12][NH:8][CH2:9]1)[CH2:14][O:15][CH3:16] |f:1.2|. Solvent: CN(C)C=O (DMF), Cl (HCl). The yield is 99.0%. Reaction conditions: time 15 minute. Starting materials: CC(=O)OCC1OC(OC(C)=O)C(NC(=O)OCc2ccccc2)C(OC(C)=O)C1OC(C)=O, CCCCCCC, ClCCl, ClCCl, O=C(NCCO)OCc1ccccc1, C[Si](C)(C)OS(=O)(=O)C(F)(F)F. The product is CC(=O)OCC1OC(OCCNC(=O)OCc2ccccc2)C(NC(=O)OCc2ccccc2)C(OC(C)=O)C1OC(C)=O. RXN SMILES: [C:1]([O:2][CH:5]1[CH:6]([NH:24][C:25](=[O:26])[O:27][CH2:28][c:29]2[cH:30][cH:31][cH:32][cH:33][cH:34]2)[CH:7]([O:8][C:9]([CH3:10])=[O:11])[CH:12]([O:13][C:14]([CH3:15])=[O:16])[CH:17]([CH2:19][O:20][C:21]([CH3:22])=[O:23])[O:18]1)(=[O:3])[CH3:4].[CH3:64][CH2:65][CH2:66][CH2:67][CH2:68][CH2:69][CH3:70].[Cl:61][CH2:62][Cl:63].[Cl:71][CH2:72][Cl:73].[OH:35][CH2:36][CH2:37][NH:38][C:39]([O:40][CH2:41][c:42]1[cH:43][cH:44][cH:45][cH:46][cH:47]1)=[O:48].[S:49]([O:50][Si:51]([CH3:52])([CH3:53])[CH3:54])([C:55]([F:56])([F:57])[F:58])(=[O:59])=[O:60]>>[CH:5]1([O:35][CH2:36][CH2:37][NH:38][C:39]([O:40][CH2:41][c:42]2[cH:43][cH:44][cH:45][cH:46][cH:47]2)=[O:48])[CH:6]([NH:24][C:25](=[O:26])[O:27][CH2:28][c:29]2[cH:30][cH:31][cH:32][cH:33][cH:34]2)[CH:7]([O:8][C:9]([CH3:10])=[O:11])[CH:12]([O:13][C:14]([CH3:15])=[O:16])[CH:17]([CH2:19][O:20][C:21]([CH3:22])=[O:23])[O:18]1. Starting materials: [BH4-], CC(=O)O, CS(C)=O, O=[N+]([O-])C=Cc1ccc(CNc2ccccc2)cc1, [Na+]. Yields the product O=[N+]([O-])CCc1ccc(CNc2ccccc2)cc1. RXN SMILES: [BH4-:24].[CH3:1][C:2](=[O:3])[OH:4].[CH3:26][S:27](=[O:28])[CH3:29].[N+:5](=[O:6])([O-:7])[CH:8]=[CH:9][c:10]1[cH:11][cH:12][c:13]([CH2:14][NH:15][c:16]2[cH:17][cH:18][cH:19][cH:20][cH:21]2)[cH:22][cH:23]1.[Na+:25]>>[N+:5](=[O:6])([O-:7])[CH2:8][CH2:9][c:10]1[cH:11][cH:12][c:13]([CH2:14][NH:15][c:16]2[cH:17][cH:18][cH:19][cH:20][cH:21]2)[cH:22][cH:23]1.